From a dataset of the Open Reaction Database (ORD), a public repository of structured organic reaction records. describe an organic reaction: reactants, conditions, products, and yield Isolated yield 10.4%. Reactants: C(C)(C)(C)OC(=O)[C@H]1N([C@H](SC1)C1=CC=C(C=C1)N(C)C)C(CNC(NC=1C=C(C(=O)OCC[Si](C)(C)C)C=CC1)=O)=O (2-trimethylsilylethyl (2R,4R)-3-{3-{2-[4-tert-butoxycarbonyl-2-(4-dimethylaminophenyl)-3thiazolidinyl]-2-oxoethyl}ureido}benzoate), [F-].C(CCC)[N+](CCCC)(CCCC)CCCC (tetrabutylammonium fluoride). Procedure details: The operation is carried out in a fashion similar to that described in Example 41, but starting from 4.0 g of 2-trimethylsilylethyl (2R,4R)-3-{3-{2-[4-tert-butoxycarbonyl-2-(4-dimethylaminophenyl)-3thiazolidinyl]-2-oxoethyl}ureido}benzoate and 4.2 cm3 of 1M tetrabutylammonium fluoride solution. The crude product is purified by chromatography on silica [eluent: ethyl acetate/methanol (90/10 by volume)]. The fractions containing the expected product are combined and concentrated to dryness under r... Reaction SMILES: [C:1]([O:5][C:6]([C@@H:8]1[CH2:12][S:11][C@H:10]([C:13]2[CH:18]=[CH:17][C:16]([N:19]([CH3:21])[CH3:20])=[CH:15][CH:14]=2)[N:9]1[C:22](=[O:43])[CH2:23][NH:24][C:25](=[O:42])[NH:26][C:27]1[CH:28]=[C:29]([CH:39]=[CH:40][CH:41]=1)[C:30]([O:32]CC[Si](C)(C)C)=[O:31])=[O:7])([CH3:4])([CH3:3])[CH3:2].[F-].C([N+](CCCC)(CCCC)CCCC)CCC>>[C:1]([O:5][C:6]([C@@H:8]1[CH2:12][S:11][C@H:10]([C:13]2[CH:18]=[CH:17][C:16]([N:19]([CH3:21])[CH3:20])=[CH:15][CH:14]=2)[N:9]1[C:22](=[O:43])[CH2:23][NH:24][C:25](=[O:42])[NH:26][C:27]1[CH:28]=[C:29]([CH:39]=[CH:40][CH:41]=1)[C:30]([OH:32])=[O:31])=[O:7])([CH3:4])([CH3:2])[CH3:3] |f:1.2|. Product: C(C)(C)(C)OC(=O)[C@H]1N([C@H](SC1)C1=CC=C(C=C1)N(C)C)C(CNC(NC=1C=C(C(=O)O)C=CC1)=O)=O ((2R,4R)-3-{3-{2-[4-tert-butoxycarbonyl-2-(4-dimethylaminophenyl)-3-thiazolidinyl]-2-oxoethyl}ureido}benzoic acid). Starting materials: CNS(=O)(=O)c1cn(C)cn1, COC(=O)c1nc(Br)c2cccnc2c1O, c1ccncc1. Yields the product COC(=O)c1nc(N(C)S(=O)(=O)c2cn(C)cn2)c2cccnc2c1O. RXN SMILES: [CH3:17][NH:18][S:19](=[O:20])(=[O:21])[c:22]1[n:23][cH:24][n:25]([CH3:27])[cH:26]1.[CH3:1][O:2][C:3](=[O:4])[c:5]1[n:6][c:7]([Br:16])[c:8]2[cH:9][cH:10][cH:11][n:12][c:13]2[c:14]1[OH:15].[cH:28]1[cH:29][cH:30][n:31][cH:32][cH:33]1>>[CH3:1][O:2][C:3](=[O:4])[c:5]1[n:6][c:7]([N:18]([CH3:17])[S:19](=[O:20])(=[O:21])[c:22]2[n:23][cH:24][n:25]([CH3:27])[cH:26]2)[c:8]2[cH:9][cH:10][cH:11][n:12][c:13]2[c:14]1[OH:15]. Yields the product NC1=CC(=C(C(=O)NC2=CC=C3C=NNC3=C2)C=C1[N+](=O)[O-])N(CC)CC (4-amino-2-diethylamino-N-(1H-indazol-6-yl)-5-nitrobenzamide). RXN SMILES: [NH2:1][C:2]1[C:19]([N+:20]([O-:22])=[O:21])=[CH:18][C:5]([C:6]([NH:8][C:9]2[CH:17]=[C:16]3[C:12]([CH:13]=[N:14][NH:15]3)=[CH:11][CH:10]=2)=[O:7])=[C:4](Cl)[CH:3]=1.[CH2:24]([NH:26][CH2:27][CH3:28])[CH3:25]>CN1C(=O)CCC1.O>[NH2:1][C:2]1[C:19]([N+:20]([O-:22])=[O:21])=[CH:18][C:5]([C:6]([NH:8][C:9]2[CH:17]=[C:16]3[C:12]([CH:13]=[N:14][NH:15]3)=[CH:11][CH:10]=2)=[O:7])=[C:4]([N:26]([CH2:27][CH3:28])[CH2:24][CH3:25])[CH:3]=1. The solvent is O (water), CN1CCCC1=O (NMP). Starting materials: NC1=CC(=C(C(=O)NC2=CC=C3C=NNC3=C2)C=C1[N+](=O)[O-])Cl (4-amino-2-chloro-N-(1H-indazol-6-yl)-5-nitrobenzamide), C(C)NCC (diethylamine). Procedure details: A solution 4-amino-2-chloro-N-(1H-indazol-6-yl)-5-nitrobenzamide (1 mmol; see Example 48) in NMP (2 mL) was added with diethylamine (1.0 mL), and the resulting mixture was subjected to microwave irradiation at 70° C. for 1 h. The reaction mixture was cooled to room temperature, diluted with water (20 mL). The solid formed was collected by filtration, washed with water, and dried in vacuo to provide 4-amino-2-diethylamino-N-(1H-indazol-6-yl)-5-nitrobenzamide. Starting materials: ClC1=C(C(=CC(=C1)C(F)(F)F)Cl)NN (2,6-dichloro-4-trifluoromethylphenylhydrazine), C(\C=C\C#N)#N (fumaronitrile). The solvent is CS(=O)C (dimethylsulfoxide), O (water). Run at temperature 100 celsius. Product: ClC1=C(C(=CC(=C1)C(F)(F)F)Cl)NNC(C#N)CC#N (2-(2,6-dichloro-4-trifluoromethylphenylhydrazino)succinonitrile). Reaction SMILES: [Cl:1][C:2]1[CH:7]=[C:6]([C:8]([F:11])([F:10])[F:9])[CH:5]=[C:4]([Cl:12])[C:3]=1[NH:13][NH2:14].[C:15](#[N:20])/[CH:16]=[CH:17]/[C:18]#[N:19]>CS(C)=O.O>[Cl:1][C:2]1[CH:7]=[C:6]([C:8]([F:9])([F:11])[F:10])[CH:5]=[C:4]([Cl:12])[C:3]=1[NH:13][NH:14][CH:17]([CH2:16][C:15]#[N:20])[C:18]#[N:19]. Procedure details: A mixture of 2,6-dichloro-4-trifluoromethylphenylhydrazine (1.0 g) and fumaronitrile (1.0 g) in dimethylsulfoxide (10 ml) was heated at 100° C. for 7 hours. The cooled mixture was diluted with water and extracted (ether) to give, after evaporation and crystallization from dichloromethane/hexane, the title compound (0.828 g, 63%), m.p. 101-102° C. As a reaction SMILES: [NH2:1][S:2]([C:5]1[CH:10]=[CH:9][C:8]([N:11]2[C:15]3[C:16]4[CH:23]=[CH:22][CH:21]=[CH:20][C:17]=4[O:18][CH2:19][C:14]=3[C:13]([C:24]([OH:26])=O)=[N:12]2)=[CH:7][CH:6]=1)(=[O:4])=[O:3].[NH3:27]>CO>[NH2:1][S:2]([C:5]1[CH:10]=[CH:9][C:8]([N:11]2[C:15]3[C:16]4[CH:23]=[CH:22][CH:21]=[CH:20][C:17]=4[O:18][CH2:19][C:14]=3[C:13]([C:24]([NH2:27])=[O:26])=[N:12]2)=[CH:7][CH:6]=1)(=[O:3])=[O:4]. Procedure details: To a suspension of methyl ester of 1-[4-(aminosulfonyl)phenyl]-1,4-dihydro-[1]benzopyrano[4,3-c]pyrazole-3-carboxylic acid (0.77 g, 2.0 mmol) in MeOH (50 ml) in a pressure tube, liquid NH3 (5 ml) was added. The pressure tube was sealed at RT and then heated to 60° C. overnight. The suspension became clear solution. After 24 h, the solution was cooled to RT and pressure was relieved. The solvent was removed under reduced pressure. The resulting white solids were recrystallized in MeOH, to yield p... Conditions: temperature 60 celsius, time 24 hour. Starting materials: methyl ester, NS(=O)(=O)C1=CC=C(C=C1)N1N=C(C2=C1C1=C(OC2)C=CC=C1)C(=O)O (1-[4-(aminosulfonyl)phenyl]-1,4-dihydro-[1]benzopyrano[4,3-c]pyrazole-3-carboxylic acid), N (NH3). Yield: 48.0%. Run in CO (MeOH). Yields the product NS(=O)(=O)C1=CC=C(C=C1)N1N=C(C2=C1C1=C(OC2)C=CC=C1)C(=O)N (1-[4-(aminosulfonyl)phenyl]-1,4-dihydro-[1]benzopyrano[4,3-c]pyrazole-3-carboxamide).